This data is from the Open Reaction Database (ORD), a public repository of structured organic reaction records. The task is: describe an organic reaction: reactants, conditions, products, and yield Reactants: CC(=O)N1CCNCC1, ClCc1ccnc(Cl)c1, [K+], [K+], O=C([O-])[O-], CN(C)C=O. Product: CC(=O)N1CCN(Cc2ccnc(Cl)c2)CC1. Reaction SMILES: [C:1]([CH3:2])(=[O:3])[N:4]1[CH2:5][CH2:6][NH:7][CH2:8][CH2:9]1.[Cl:10][c:11]1[n:12][cH:13][cH:14][c:15]([CH2:17][Cl:18])[cH:16]1.[K+:19].[K+:20].[O-:21][C:22]([O-:23])=[O:24].[O:25]=[CH:26][N:27]([CH3:28])[CH3:29]>>[C:1]([CH3:2])(=[O:3])[N:4]1[CH2:5][CH2:6][N:7]([CH2:17][c:15]2[cH:14][cH:13][n:12][c:11]([Cl:10])[cH:16]2)[CH2:8][CH2:9]1. Reactants: O (water), CN1C(=CC=C1)NC(C)=O (N-(1-Methylpyrrol-2-yl)acetamide), C(CCC)I (n-butyl iodide), [H-].[Na+] (sodium hydride). The solvent is CN(C=O)C (dimethylformamide). Run at temperature 0 celsius, time 30 minute. The product is C(CCC)N(C(C)=O)C=1N(C=CC1)C (N-Butyl-N-(1-methylpyrrol-2-yl)acetamide). Isolated yield 82.9%. RXN SMILES: [CH3:1][N:2]1[CH:6]=[CH:5][CH:4]=[C:3]1[NH:7][C:8](=[O:10])[CH3:9].[H-].[Na+].[CH2:13](I)[CH2:14][CH2:15][CH3:16].O>CN(C)C=O>[CH2:13]([N:7]([C:3]1[N:2]([CH3:1])[CH:6]=[CH:5][CH:4]=1)[C:8](=[O:10])[CH3:9])[CH2:14][CH2:15][CH3:16] |f:1.2|. Procedure details: N-(1-Methylpyrrol-2-yl)acetamide (3.20 g, 0.0231 mol) in dry dimethylformamide was maintained at a temperature less than 0° C, with stirring under nitrogen, during the slow addition of 50% sodium hydride/oil (1.11 g, 0.0231 mol). After the addition, the mixture was stirred at 0° C. for 30 minutes and then the temperature allowed to rise to 15° C. when n-butyl iodide (8.50 g, 0.0461 mol) was added. The mixture was stirred at room temperature overnight and then poured into water (200 ml) and the m... Procedure details: Employing the procedure in Example 2, step D, tetrahydro-(2H)-1,4-oxazepin-5-one was reacted with Meerwien's salt and ammonium chloride to form-hexahydro-5-imino-1H-1,4-oxazepine, hydrochloride. Reaction SMILES: [O:1]1[CH2:7][CH2:6][C:5](=O)[NH:4][CH2:3][CH2:2]1.[Cl-:9].[NH4+:10]>>[ClH:9].[NH:10]=[C:5]1[CH2:6][CH2:7][O:1][CH2:2][CH2:3][NH:4]1 |f:1.2,3.4|. Yields the product Cl.N=C1NCCOCC1 (hexahydro-5-imino-1H-1,4-oxazepine, hydrochloride). The reactants are O1CCNC(CC1)=O (tetrahydro-(2H)-1,4-oxazepin-5-one), [Cl-].[NH4+] (ammonium chloride). Starting materials: CC(=CBr)c1ccc(F)c(F)c1, CN1CCc2c([nH]c3ccc(Cl)cc23)C1, [Cu]I, [K+], [K+], [K+], CN(C)C=O, O=C(O)C1CCCN1, O=P([O-])([O-])[O-]. The product is CC(=Cn1c2c(c3cc(Cl)ccc31)CCN(C)C2)c1ccc(F)c(F)c1. Reaction SMILES: [Br:32][CH:33]=[C:34]([CH3:35])[c:36]1[cH:37][c:38]([F:43])[c:39]([F:42])[cH:40][cH:41]1.[Cl:1][c:2]1[cH:3][c:4]2[c:5]3[c:6]([nH:7][c:8]2[cH:9][cH:10]1)[CH2:11][N:12]([CH3:15])[CH2:13][CH2:14]3.[Cu:49][I:50].[K+:29].[K+:30].[K+:31].[O:44]=[CH:45][N:46]([CH3:47])[CH3:48].[OH:16][C:17]([CH:18]1[NH:19][CH2:20][CH2:21][CH2:22]1)=[O:23].[P:24]([O-:25])([O-:26])([O-:27])=[O:28]>>[Cl:1][c:2]1[cH:3][c:4]2[c:5]3[c:6]([n:7]([CH:33]=[C:34]([CH3:35])[c:36]4[cH:37][c:38]([F:43])[c:39]([F:42])[cH:40][cH:41]4)[c:8]2[cH:9][cH:10]1)[CH2:11][N:12]([CH3:15])[CH2:13][CH2:14]3. Reactants: OC1N(C(C2=C1SCCS2)=O)C2=CC=C(C=C2)OC (2,3,6,7-Tetrahydro-7-hydroxy-6-(4-methoxyphenyl)-5H-1,4-dithiino[2,3-C]pyrrol-5-one), N1(CCCCC1)C(=O)C=P(C1=CC=CC=C1)(C1=CC=CC=C1)C1=CC=CC=C1 (piperidinocarbonylmethylenetriphenylphosphorane). The solvent is C1(=CC=CC=C1)C (toluene). Product: COC1=CC=C(C=C1)N1C(C2=C(C1=O)SCCS2)CC(=O)N2CCCCC2 (2,3,6,7-tetrahydro-6-(4-methoxyphenyl)-7-piperidinocarbonylmethyl-5H-1,4-dithiino[2,3-C]pyrrol-5-one). The yield is 71.5%. As a reaction SMILES: O[CH:2]1[C:6]2[S:7][CH2:8][CH2:9][S:10][C:5]=2[C:4](=[O:11])[N:3]1[C:12]1[CH:17]=[CH:16][C:15]([O:18][CH3:19])=[CH:14][CH:13]=1.[N:20]1([C:26]([CH:28]=P(C2C=CC=CC=2)(C2C=CC=CC=2)C2C=CC=CC=2)=[O:27])[CH2:25][CH2:24][CH2:23][CH2:22][CH2:21]1>C1(C)C=CC=CC=1>[CH3:19][O:18][C:15]1[CH:16]=[CH:17][C:12]([N:3]2[C:4](=[O:11])[C:5]3[S:10][CH2:9][CH2:8][S:7][C:6]=3[CH:2]2[CH2:28][C:26]([N:20]2[CH2:25][CH2:24][CH2:23][CH2:22][CH2:21]2)=[O:27])=[CH:13][CH:14]=1. Reported procedure: 2,3,6,7-Tetrahydro-7-hydroxy-6-(4-methoxyphenyl)-5H-1,4-dithiino[2,3-C]pyrrol-5-one (1.48 g) and piperidinocarbonylmethylenetriphenylphosphorane (3.4 g) were dissolved in toluene (30 ml) under heating, and the solution was refluxed for 12 hours. The reaction mixture was concentrated and the residue was subjected to silica gel column chromatography (methylene chloride:ethyl acetate=10:1). The thus-obtained crude crystals were recrystallized from ethyl acetate-ether to give crystals (1.45 g) of 2,... The reactants are CCO, OCCCCCCC#Cc1cccnc1. Product: OCCCCCCCCc1cccnc1. As a reaction SMILES: [CH3:16][CH2:17][OH:18].[n:1]1[cH:2][c:3]([C:7]#[C:8][CH2:9][CH2:10][CH2:11][CH2:12][CH2:13][CH2:14][OH:15])[cH:4][cH:5][cH:6]1>>[n:1]1[cH:2][c:3]([CH2:7][CH2:8][CH2:9][CH2:10][CH2:11][CH2:12][CH2:13][CH2:14][OH:15])[cH:4][cH:5][cH:6]1. Reactants: C[Si](C)(C)CCO, CN(C)c1ccncc1, ClCCl, O=C(O)c1ccc(I)cc1F. As a reaction SMILES: [CH3:12][Si:13]([CH2:14][CH2:15][OH:16])([CH3:17])[CH3:18].[CH3:22][N:23]([CH3:24])[c:25]1[cH:26][cH:27][n:28][cH:29][cH:30]1.[Cl:19][CH2:20][Cl:21].[F:1][c:2]1[c:3]([C:4](=[O:5])[OH:6])[cH:7][cH:8][c:9]([I:11])[cH:10]1>>[F:1][c:2]1[c:3]([C:4](=[O:5])[O:6][CH2:15][CH2:14][Si:13]([CH3:12])([CH3:17])[CH3:18])[cH:7][cH:8][c:9]([I:11])[cH:10]1. The product is C[Si](C)(C)CCOC(=O)c1ccc(I)cc1F. The reactants are COC(=O)C=O, O, O=C1NC(SCC#Cc2ccccc2)C1NC(c1ccccc1)(c1ccccc1)c1ccccc1, c1ccccc1. Yields the product COC(=O)C(O)N1C(=O)C(NC(c2ccccc2)(c2ccccc2)c2ccccc2)C1SCC#Cc1ccccc1. As a reaction SMILES: [C:36]([CH:37]=[O:38])(=[O:39])[O:40][CH3:41].[OH2:42].[c:1]1([C:7]([c:8]2[cH:9][cH:10][cH:11][cH:12][cH:13]2)([c:14]2[cH:15][cH:16][cH:17][cH:18][cH:19]2)[NH:20][CH:21]2[C:22](=[O:35])[NH:23][CH:24]2[S:25][CH2:26][C:27]#[C:28][c:29]2[cH:30][cH:31][cH:32][cH:33][cH:34]2)[cH:2][cH:3][cH:4][cH:5][cH:6]1.[cH:43]1[cH:44][cH:45][cH:46][cH:47][cH:48]1>>[c:1]1([C:7]([c:8]2[cH:9][cH:10][cH:11][cH:12][cH:13]2)([c:14]2[cH:15][cH:16][cH:17][cH:18][cH:19]2)[NH:20][CH:21]2[C:22](=[O:35])[N:23]([CH:37]([C:36](=[O:39])[O:40][CH3:41])[OH:38])[CH:24]2[S:25][CH2:26][C:27]#[C:28][c:29]2[cH:30][cH:31][cH:32][cH:33][cH:34]2)[cH:2][cH:3][cH:4][cH:5][cH:6]1. Reactants: ClC=1C=CC2=C(C(=[N+](CC(=N2)NN)[O-])C2=CC=CC=C2)C1 (7-chloro-2-hydrazino-5-phenyl-3H-1,4-benzodiazepine 4-oxide), C(C)C(C([O-])([O-])[O-])(CC)CC (triethylorthoacetate), C1(=CC=C(C=C1)S(=O)(=O)O)C (p-toluenesulfonic acid). Solvent: C(C)O (ethanol). Product: ClC=1C=CC2=C(C(=[N+](CC=3N2C(=NN3)C)[O-])C3=CC=CC=C3)C1 (8-chloro-1-methyl-6-phenyl-4H-s-triazolo[4,3-a][1,4]benzodiazepine 5-oxide). Reaction SMILES: [Cl:1][C:2]1[CH:3]=[CH:4][C:5]2[N:11]=[C:10]([NH:12][NH2:13])[CH2:9][N+:8]([O-:14])=[C:7]([C:15]3[CH:20]=[CH:19][CH:18]=[CH:17][CH:16]=3)[C:6]=2[CH:21]=1.[CH2:22](C(CC)(CC)C([O-])([O-])[O-])[CH3:23].C1(C)C=CC(S(O)(=O)=O)=CC=1>C(O)C>[Cl:1][C:2]1[CH:3]=[CH:4][C:5]2[N:11]3[C:22]([CH3:23])=[N:13][N:12]=[C:10]3[CH2:9][N+:8]([O-:14])=[C:7]([C:15]3[CH:20]=[CH:19][CH:18]=[CH:17][CH:16]=3)[C:6]=2[CH:21]=1. Reported procedure: A mixture of 13.5 g. of 7-chloro-2-hydrazino-5-phenyl-3H-1,4-benzodiazepine 4-oxide, 200 ml. of ethanol, 9 ml. of triethylorthoacetate and 0.5 g. of p-toluenesulfonic acid was refluxed for 20 minutes. The ethanol was removed under reduced pressure. The residue was partitioned between methylene chloride and aqueous sodium carbonate solution. The methylene chloride layer was dried and evaporated. The remaining crystals were recrystallized from ethyl acetate to yield 8-chloro-1-methyl-6-phenyl-4H-s... Starting materials: O=C(CC(=S)N1CCCC1C(=O)O)c1ccccc1, CC(=O)O, CO, C=[N+]=[N-]. Product: COC(=O)C1CCCN1C(=S)CC(=O)c1ccccc1. As a reaction SMILES: [C:1]([c:2]1[cH:3][cH:4][cH:5][cH:6][cH:7]1)(=[O:8])[CH2:9][C:10](=[S:11])[N:12]1[CH:13]([C:14](=[O:15])[OH:16])[CH2:17][CH2:18][CH2:19]1.[CH3:23][C:24](=[O:25])[OH:26].[CH3:27][OH:28].[N+:20](=[N-:21])=[CH2:22]>>[C:1]([c:2]1[cH:3][cH:4][cH:5][cH:6][cH:7]1)(=[O:8])[CH2:9][C:10](=[S:11])[N:12]1[CH:13]([C:14]([O:15][CH3:22])=[O:16])[CH2:17][CH2:18][CH2:19]1.